Dataset: the Open Reaction Database (ORD), a public repository of structured organic reaction records. Task: describe an organic reaction: reactants, conditions, products, and yield Reactants: O=C1c2ccccc2S(=O)(=O)N1CBr, CC1=C(C2=NNNCCCCCC2)CCCCCCCC1, CN(C)C=O, O, O=c1c(Cl)c(O)nc2ccccn12. Product: O=C1c2ccccc2S(=O)(=O)N1COc1nc2ccccn2c(=O)c1Cl. RXN SMILES: [Br:35][CH2:36][N:37]1[S:38](=[O:39])(=[O:40])[c:41]2[cH:42][cH:43][cH:44][cH:45][c:46]2[C:47]1=[O:48].[CH3:14][C:15]1=[C:24]([C:25]2=[N:34][NH:33][NH:32][CH2:31][CH2:30][CH2:29][CH2:28][CH2:27][CH2:26]2)[CH2:23][CH2:22][CH2:21][CH2:20][CH2:19][CH2:18][CH2:17][CH2:16]1.[O:50]=[CH:51][N:52]([CH3:53])[CH3:54].[OH2:49].[OH:1][c:2]1[n:3][c:4]2[n:5]([c:6](=[O:9])[c:7]1[Cl:8])[cH:10][cH:11][cH:12][cH:13]2>>[O:1]([c:2]1[n:3][c:4]2[n:5]([c:6](=[O:9])[c:7]1[Cl:8])[cH:10][cH:11][cH:12][cH:13]2)[CH2:36][N:37]1[S:38](=[O:39])(=[O:40])[c:41]2[cH:42][cH:43][cH:44][cH:45][c:46]2[C:47]1=[O:48].